From a dataset of the Open Reaction Database (ORD), a public repository of structured organic reaction records. describe an organic reaction: reactants, conditions, products, and yield Starting materials: ClC=1C=C(C=C(C1)Cl)C1(CC(=NO1)C1=CC(=C(C(=O)O)C=C1)C)C(F)(F)F (4-[5-(3,5-Dichloro-phenyl)-5-trifluoromethyl-4,5-dihydro-isoxazol-3-yl]-2-methyl-benzoic acid), NCC1CC(N(O1)CC)=O (5-Aminomethyl-2-ethyl-isoxazolidin-3-one). The product is ClC=1C=C(C=C(C1)Cl)C1(CC(=NO1)C1=CC(=C(C(=O)NCC2CC(N(O2)CC)=O)C=C1)C)C(F)(F)F (4-[5-(3,5-Dichloro-phenyl)-5-trifluoromethyl-4,5-dihydro-isoxazol-3-yl]-2-methyl-N-[3-oxo-2-ethyl-isoxazolidin-5-ylmethyl]-benzamide). Isolated yield 15.9%. RXN SMILES: [Cl:1][C:2]1[CH:3]=[C:4]([C:9]2([C:24]([F:27])([F:26])[F:25])[O:13][N:12]=[C:11]([C:14]3[CH:22]=[CH:21][C:17]([C:18](O)=[O:19])=[C:16]([CH3:23])[CH:15]=3)[CH2:10]2)[CH:5]=[C:6]([Cl:8])[CH:7]=1.[NH2:28][CH2:29][CH:30]1[O:34][N:33]([CH2:35][CH3:36])[C:32](=[O:37])[CH2:31]1>>[Cl:1][C:2]1[CH:3]=[C:4]([C:9]2([C:24]([F:26])([F:25])[F:27])[O:13][N:12]=[C:11]([C:14]3[CH:22]=[CH:21][C:17]([C:18]([NH:28][CH2:29][CH:30]4[O:34][N:33]([CH2:35][CH3:36])[C:32](=[O:37])[CH2:31]4)=[O:19])=[C:16]([CH3:23])[CH:15]=3)[CH2:10]2)[CH:5]=[C:6]([Cl:8])[CH:7]=1. Procedure: 4-[5-(3,5-Dichloro-phenyl)-5-trifluoromethyl-4,5-dihydro-isoxazol-3-yl]-2-methyl-benzoic acid (0.3 g) (prepared according to WO 2009/080250) was coupled with the amine obtained in Step D (0.12 g) as described in Example 12, Step C to afford the title product as a beige solid (62 mg, mixture of diasteroisomers). LCMS (Method F) 2.02 min, M+H 542/544.